Dataset: the Open Reaction Database (ORD), a public repository of structured organic reaction records. Task: describe an organic reaction: reactants, conditions, products, and yield Starting materials: O=C1C(Br)=CC(Br)(Br)C=C1Br, ClCCl, Nc1ccccc1F, [Na+], [OH-]. Yields the product Nc1ccc(Br)cc1F. As a reaction SMILES: [Br:9][C:10]1=[CH:19][C:16]([Br:17])([Br:18])[CH:15]=[C:13]([Br:14])[C:11]1=[O:12].[CH2:22]([Cl:23])[Cl:24].[F:1][c:2]1[c:3]([NH2:4])[cH:5][cH:6][cH:7][cH:8]1.[Na+:21].[OH-:20]>>[F:1][c:2]1[c:3]([NH2:4])[cH:5][cH:6][c:7]([Br:9])[cH:8]1. Starting materials: CC(=O)O, CN(C)Cc1ccc([N+](=O)[O-])cc1, [Fe]. Yields the product CN(C)Cc1ccc(N)cc1. RXN SMILES: [CH3:14][C:15](=[O:16])[OH:17].[CH3:1][N:2]([CH2:3][c:4]1[cH:5][cH:6][c:7]([N+:10]([O-:11])=[O:12])[cH:8][cH:9]1)[CH3:13].[Fe:18]>>[CH3:1][N:2]([CH2:3][c:4]1[cH:5][cH:6][c:7]([NH2:10])[cH:8][cH:9]1)[CH3:13]. Reactants: CCOC(=O)COc1ccc(C2=NNC(=O)NC2C)cc1, CCOC(C)=O, NCCN1CCOCC1. Yields the product CC1NC(=O)NN=C1c1ccc(OCC(=O)NCCN2CCOCC2)cc1. As a reaction SMILES: [CH3:1][CH:2]1[NH:3][C:4](=[O:21])[NH:5][N:6]=[C:7]1[c:8]1[cH:9][cH:10][c:11]([O:12][CH2:13][C:14]([O:16][CH2:15][CH3:17])=[O:18])[cH:19][cH:20]1.[CH3:31][CH2:32][O:33][C:34](=[O:35])[CH3:36].[O:22]1[CH2:23][CH2:24][N:25]([CH2:28][CH2:29][NH2:30])[CH2:26][CH2:27]1>>[CH3:1][CH:2]1[NH:3][C:4](=[O:21])[NH:5][N:6]=[C:7]1[c:8]1[cH:9][cH:10][c:11]([O:12][CH2:13][C:14](=[O:16])[NH:30][CH2:29][CH2:28][N:25]2[CH2:24][CH2:23][O:22][CH2:27][CH2:26]2)[cH:19][cH:20]1. Starting materials: C1CCNCC1, CN1CCCC1=O, O=C(NC(Cc1ccc(NC(=O)c2c(Cl)cccc2Cl)cc1)C(=O)O)OCC1c2ccccc2-c2ccccc21. Yields the product NC(Cc1ccc(NC(=O)c2c(Cl)cccc2Cl)cc1)C(=O)O. RXN SMILES: [CH2:41]1[CH2:42][CH2:43][NH:44][CH2:45][CH2:46]1.[CH3:47][N:48]1[CH2:49][CH2:50][CH2:51][C:52]1=[O:53].[Cl:1][c:2]1[c:3]([C:9](=[O:10])[NH:11][c:12]2[cH:13][cH:14][c:15]([CH2:16][CH:17]([NH:18][C:19]([O:20][CH2:21][CH:22]3[c:23]4[cH:24][cH:25][cH:26][cH:27][c:28]4-[c:29]4[c:30]3[cH:31][cH:32][cH:33][cH:34]4)=[O:35])[C:36](=[O:37])[OH:38])[cH:39][cH:40]2)[c:4]([Cl:8])[cH:5][cH:6][cH:7]1>>[Cl:1][c:2]1[c:3]([C:9](=[O:10])[NH:11][c:12]2[cH:13][cH:14][c:15]([CH2:16][CH:17]([NH2:18])[C:36](=[O:37])[OH:38])[cH:39][cH:40]2)[c:4]([Cl:8])[cH:5][cH:6][cH:7]1. Starting materials: c1ccc2c(c1)CCNC2, C[Al](C)C, CCCCCC, Cc1ccccc1, CCOC(=O)C1CCN(Cc2ccccc2)CC1. Product: O=C(C1CCN(Cc2ccccc2)CC1)N1CCc2ccccc2C1. RXN SMILES: [CH2:5]1[NH:6][CH2:7][CH2:8][c:9]2[cH:10][cH:11][cH:12][cH:13][c:14]21.[CH3:1][Al:2]([CH3:3])[CH3:4].[CH3:33][CH2:34][CH2:35][CH2:36][CH2:37][CH3:38].[CH3:39][c:40]1[cH:41][cH:42][cH:43][cH:44][cH:45]1.[c:15]1([CH2:21][N:22]2[CH2:23][CH2:24][CH:25]([C:28](=[O:29])[O:30][CH2:31][CH3:32])[CH2:26][CH2:27]2)[cH:16][cH:17][cH:18][cH:19][cH:20]1>>[CH2:5]1[N:6]([C:28]([CH:25]2[CH2:24][CH2:23][N:22]([CH2:21][c:15]3[cH:16][cH:17][cH:18][cH:19][cH:20]3)[CH2:27][CH2:26]2)=[O:29])[CH2:7][CH2:8][c:9]2[cH:10][cH:11][cH:12][cH:13][c:14]21. Reaction SMILES: [Br:1][CH2:2][c:3]1[cH:4][cH:5][c:6](-[c:9]2[cH:10][c:11]([S:15](=[O:16])(=[O:17])[CH3:18])[cH:12][cH:13][cH:14]2)[cH:7][cH:8]1.[C:19]([CH3:20])(=[S:21])[O-:22].[CH3:24][CH2:25][O:26][CH2:27][CH3:28].[CH3:29][N:30]([CH3:31])[CH:32]=[O:33].[K+:23]>>[CH2:2]([c:3]1[cH:4][cH:5][c:6](-[c:9]2[cH:10][c:11]([S:15](=[O:16])(=[O:17])[CH3:18])[cH:12][cH:13][cH:14]2)[cH:7][cH:8]1)[S:21][C:19]([CH3:20])=[O:22]. The reactants are CS(=O)(=O)c1cccc(-c2ccc(CBr)cc2)c1, CC([O-])=S, CCOCC, CN(C)C=O, [K+]. Product: CC(=O)SCc1ccc(-c2cccc(S(C)(=O)=O)c2)cc1.